This data is from the Open Reaction Database (ORD), a public repository of structured organic reaction records. The task is: describe an organic reaction: reactants, conditions, products, and yield The reactants are BrC=1C(=NC=C(C1)[N+](=O)[O-])O (3-bromo-5-nitropyridin-2-ol), P(=O)(Br)(Br)Br (POBr3), P(Br)(Br)Br (PBr3), crude mixture. The solvent is O (water). Reaction conditions: temperature 120 celsius. The product is BrC1=NC=C(C=C1Br)[N+](=O)[O-] (2,3-dibromo-5-nitropyridine). The yield is 73.0%. Reaction SMILES: [Br:1][C:2]1[C:3](O)=[N:4][CH:5]=[C:6]([N+:8]([O-:10])=[O:9])[CH:7]=1.P(Br)(Br)([Br:14])=O.P(Br)(Br)Br>O>[Br:14][C:3]1[C:2]([Br:1])=[CH:7][C:6]([N+:8]([O-:10])=[O:9])=[CH:5][N:4]=1. Procedure details: A mixture of 3-bromo-5-nitropyridin-2-ol, POBr3 and PBr3 was heated at 120° C. for 3.5 h. The crude mixture was poured into a mixture of ice and water and extracted with DCM. The crude mixture was purified by flash chromatography over SiO2 eluting with hexane/ethyl acetate mixtures affording 2.63 g (yield 73%) of the expected product. Reaction SMILES: [C:1]([CH3:2])([CH3:3])([CH3:4])[O:5][C:6]([CH2:7][N:8]([NH:9][CH3:10])[C:11](=[O:12])[O:13][CH2:14][CH:15]1[c:16]2[cH:17][cH:18][cH:19][cH:20][c:21]2-[c:22]2[cH:23][cH:24][cH:25][cH:26][c:27]21)=[O:28].[ClH:29]>>[O:5]=[C:6]([CH2:7][N:8]([NH:9][CH3:10])[C:11](=[O:12])[O:13][CH2:14][CH:15]1[c:16]2[cH:17][cH:18][cH:19][cH:20][c:21]2-[c:22]2[cH:23][cH:24][cH:25][cH:26][c:27]21)[OH:28]. The product is CNN(CC(=O)O)C(=O)OCC1c2ccccc2-c2ccccc21. Starting materials: CNN(CC(=O)OC(C)(C)C)C(=O)OCC1c2ccccc2-c2ccccc21, Cl. The reactants are COCCBr, CCNCCOC, CCN, O=C(Cl)Cl, [Na+], [OH-]. Yields the product CCN(CCOC)C(=O)Cl. RXN SMILES: [Br:11][CH2:12][CH2:13][O:14][CH3:15].[CH2:1]([CH3:2])[NH:3][CH2:4][CH2:5][O:6][CH3:7].[CH3:8][CH2:9][NH2:10].[Cl:18][C:19]([Cl:20])=[O:21].[Na+:17].[OH-:16]>>[CH2:1]([CH3:2])[N:3]([CH2:4][CH2:5][O:6][CH3:7])[C:19]([Cl:18])=[O:21]. Starting materials: Cn1cc(C(=O)O)c(Nc2ccc(Br)cc2F)cc1=O, CO, NOCCO. Product: Cn1cc(C(=O)NOCCO)c(Nc2ccc(Br)cc2F)cc1=O. As a reaction SMILES: [Br:6][c:7]1[cH:8][c:9]([F:25])[c:10]([NH:11][c:12]2[c:13]([C:20](=[O:21])[OH:22])[cH:14][n:15]([CH3:19])[c:16](=[O:18])[cH:17]2)[cH:23][cH:24]1.[CH3:26][OH:27].[NH2:1][O:2][CH2:3][CH2:4][OH:5]>>[NH:1]([O:2][CH2:3][CH2:4][OH:5])[C:20]([c:13]1[c:12]([NH:11][c:10]2[c:9]([F:25])[cH:8][c:7]([Br:6])[cH:24][cH:23]2)[cH:17][c:16](=[O:18])[n:15]([CH3:19])[cH:14]1)=[O:21]. The reactants are CC=1N=NC=CC1C=1C(=NN2C1C=CC=C2)C2=CC=CC=C2 (3-(3-methylpyridazin-4-yl)-2-phenylpyrazolo[1,5-a]pyridine), ClC(C(O)O)(Cl)Cl (chloral hydrate), N1=CC=CC=C1 (pyridine), C(Cl)Cl (methylene chloride). The solvent is O (water). Run at time 20 hour. Product: OC(CC=1N=NC=CC1C=1C(=NN2C1C=CC=C2)C2=CC=CC=C2)C(Cl)(Cl)Cl (3-[3-(2-hydroxy-3,3,3-trichoropropyl)pyridazin-4-yl]-2-phenylpyrazolo[1,5-a]pyridine). The yield is 42.9%. RXN SMILES: [CH3:1][C:2]1[N:3]=[N:4][CH:5]=[CH:6][C:7]=1[C:8]1[C:9]([C:17]2[CH:22]=[CH:21][CH:20]=[CH:19][CH:18]=2)=[N:10][N:11]2[CH:16]=[CH:15][CH:14]=[CH:13][C:12]=12.[Cl:23][C:24]([Cl:29])([Cl:28])[CH:25](O)[OH:26].N1C=CC=CC=1.C(Cl)Cl>O>[OH:26][CH:25]([C:24]([Cl:29])([Cl:28])[Cl:23])[CH2:1][C:2]1[N:3]=[N:4][CH:5]=[CH:6][C:7]=1[C:8]1[C:9]([C:17]2[CH:22]=[CH:21][CH:20]=[CH:19][CH:18]=2)=[N:10][N:11]2[CH:16]=[CH:15][CH:14]=[CH:13][C:12]=12. Procedure: A mixture of 3-(3-methylpyridazin-4-yl)-2-phenylpyrazolo[1,5-a]pyridine (0.40 g), chloral hydrate (0.70 g) and pyridine (4 ml) was stirred for 20 hours at 90°-100° C. After cooling, to the reaction mixture was added methylene chloride (4 ml) and water (4 ml) at room temperature, and stirred for 3 hours. The precipitates were collected by filtration to give 3-[3-(2-hydroxy-3,3,3-trichoropropyl)pyridazin-4-yl]-2-phenylpyrazolo[1,5-a]pyridine (0.26 g). Starting materials: BrC1=C(C=C(C=C1C)O)C (4-bromo-3,5-dimethylphenol), BrC1C(N(CC1)C)=O (3-bromo-1-methylpyrrolidin-2-one), C(=O)([O-])[O-].[K+].[K+] (K2CO3). The solvent is CN(C=O)C (N,N-dimethylformamide). Conditions: time 12 hour. The product is BrC1=C(C=C(OC2C(N(CC2)C)=O)C=C1C)C (3-(4-Bromo-3,5-dimethylphenoxy)-1-methylpyrrolidin-2-one). Reaction SMILES: [Br:1][C:2]1[C:7]([CH3:8])=[CH:6][C:5]([OH:9])=[CH:4][C:3]=1[CH3:10].Br[CH:12]1[CH2:16][CH2:15][N:14]([CH3:17])[C:13]1=[O:18].C([O-])([O-])=O.[K+].[K+]>CN(C)C=O>[Br:1][C:2]1[C:7]([CH3:8])=[CH:6][C:5]([O:9][CH:12]2[CH2:16][CH2:15][N:14]([CH3:17])[C:13]2=[O:18])=[CH:4][C:3]=1[CH3:10] |f:2.3.4|. Reported procedure: To a solution of 4-bromo-3,5-dimethylphenol (100 mg) in N,N-dimethylformamide (2 mL) is added 3-bromo-1-methylpyrrolidin-2-one (100 mg) and K2CO3 (105 mg). The mixture is stirred for 12 hours at room temperature. Then the mixture is partitioned between water and diethylether. The organic phase is dried (MgSO4) and concentrated. The residue is chromatographed on silica gel (cyclohexane/ethyl acetate 80:20→50:50) to give the title compound. Yield: 65 mg; LC (method 7): tR=1.0 min; Mass spectrum (E...